From a dataset of the Open Reaction Database (ORD), a public repository of structured organic reaction records. describe an organic reaction: reactants, conditions, products, and yield Starting materials: Cl.CON (O-methylhydroxylamine hydrochloride), C(C1=CC=CC=C1)OC(=O)N1CC(OC2=C1C=CC=C2)C=O (N-benzyloxycarbonyl-2(R,S)-formyl-3,4-dihydro-2H-1,4-benzoxazine). The solvent is N1=CC=CC=C1 (pyridine). Conditions: time 36 hour. The product is C(C1=CC=CC=C1)OC(=O)N1CC(OC2=C1C=CC=C2)C=NOC (N-Benzyloxycarbonyl-2(R,S)-methoxyiminomethyl-3,4-dihydro-2H-1,4-benzoxazine). Reaction SMILES: Cl.[CH3:2][O:3][NH2:4].[CH2:5]([O:12][C:13]([N:15]1[C:20]2[CH:21]=[CH:22][CH:23]=[CH:24][C:19]=2[O:18][CH:17]([CH:25]=O)[CH2:16]1)=[O:14])[C:6]1[CH:11]=[CH:10][CH:9]=[CH:8][CH:7]=1>N1C=CC=CC=1>[CH2:5]([O:12][C:13]([N:15]1[C:20]2[CH:21]=[CH:22][CH:23]=[CH:24][C:19]=2[O:18][CH:17]([CH:25]=[N:4][O:3][CH3:2])[CH2:16]1)=[O:14])[C:6]1[CH:7]=[CH:8][CH:9]=[CH:10][CH:11]=1 |f:0.1|. Procedure details: 3.42 g of O-methylhydroxylamine hydrochloride are added to a solution of 600 mg of N-benzyloxycarbonyl-2(R,S)-formyl-3,4-dihydro-2H-1,4-benzoxazine (Rf =0.31; prepared by means of Swern oxidation (Example 1g) from Example 87c) in 30 ml of pyridine and the reaction mixture is then stirred at room temperature for 36 h and subsequently concentrated. The crude product is dissolved in ethyl acetate and the solution is washed with a 1N sodium bicarbonate solution, water and saturated sodium chloride s...